This data is from the Open Reaction Database (ORD), a public repository of structured organic reaction records. The task is: describe an organic reaction: reactants, conditions, products, and yield Starting materials: CCO, CC1C(c2cc(C(F)(F)F)cc(C(F)(F)F)c2)OC(=O)N1Cc1cc([N+](=O)[O-])ccc1Br, O, Cl[Sn]Cl. Yields the product CC1C(c2cc(C(F)(F)F)cc(C(F)(F)F)c2)OC(=O)N1Cc1cc(N)ccc1Br. Reaction SMILES: [CH3:36][CH2:37][OH:38].[F:1][C:2]([c:3]1[cH:4][c:5]([CH:13]2[CH:14]([CH3:30])[N:15]([CH2:19][c:20]3[c:21]([Br:29])[cH:22][cH:23][c:24]([N+:26]([O-:27])=[O:28])[cH:25]3)[C:16](=[O:18])[O:17]2)[cH:6][c:7]([C:9]([F:10])([F:11])[F:12])[cH:8]1)([F:31])[F:32].[OH2:39].[Sn:33]([Cl:34])[Cl:35]>>[F:1][C:2]([c:3]1[cH:4][c:5]([CH:13]2[CH:14]([CH3:30])[N:15]([CH2:19][c:20]3[c:21]([Br:29])[cH:22][cH:23][c:24]([NH2:26])[cH:25]3)[C:16](=[O:18])[O:17]2)[cH:6][c:7]([C:9]([F:10])([F:11])[F:12])[cH:8]1)([F:31])[F:32].